From a dataset of the Open Reaction Database (ORD), a public repository of structured organic reaction records. describe an organic reaction: reactants, conditions, products, and yield Starting materials: Nc1c[nH]c2ncc(Br)c(F)c12, O=C(O)c1ccc(Cl)cn1, ClCCl, [Li+], [OH-], O. Yields the product O=C(Nc1c[nH]c2ncc(Br)c(F)c12)c1ccc(Cl)cn1. Reaction SMILES: [Br:1][c:2]1[c:3]([F:12])[c:4]2[c:5]([n:6][cH:7]1)[nH:8][cH:9][c:10]2[NH2:11].[Cl:13][c:14]1[cH:15][cH:16][c:17]([C:20](=[O:21])[OH:22])[n:18][cH:19]1.[Cl:26][CH2:27][Cl:28].[Li+:24].[OH-:23].[OH2:25]>>[Br:1][c:2]1[c:3]([F:12])[c:4]2[c:5]([n:6][cH:7]1)[nH:8][cH:9][c:10]2[NH:11][C:20]([c:17]1[cH:16][cH:15][c:14]([Cl:13])[cH:19][n:18]1)=[O:21]. Reactants: FC=1C(=C(C2=C(C=CO2)C1)Br)Cl (5-fluoro-6-chloro-7-bromobenzofuran), C(C)(C)(C)OC(=O)N1CCNCC1 (1-tert-butoxycarbonylpiperazine). Product: Cl.FC=1C(=C(C2=C(C=CO2)C1)N1CCNCC1)Cl (1-(5-fluoro-6-chlorobenzofur-7-yl)piperazine Hydrochloride). Reaction SMILES: [F:1][C:2]1[C:3]([Cl:12])=[C:4](Br)[C:5]2[O:9][CH:8]=[CH:7][C:6]=2[CH:10]=1.C(OC([N:20]1[CH2:25][CH2:24][NH:23][CH2:22][CH2:21]1)=O)(C)(C)C>>[ClH:12].[F:1][C:2]1[C:3]([Cl:12])=[C:4]([N:20]2[CH2:25][CH2:24][NH:23][CH2:22][CH2:21]2)[C:5]2[O:9][CH:8]=[CH:7][C:6]=2[CH:10]=1 |f:2.3|. Reported procedure: Beginning with 0.26 gm (1.06 mMol) 5-fluoro-6-chloro-7-bromobenzofuran and 0.22 gm (1.16 mMol) 1-tert-butoxycarbonylpiperazine, the title compound was prepared essentially as described in GENERAL PROCEDURE II. Product: CSC(=C[N+](=O)[O-])NCCSCc1ncccc1Br. As a reaction SMILES: [CH3:22][C:23]#[N:24].[N+:13](=[O:14])([O-:15])[CH:16]=[C:17]([S:18][CH3:19])[S:20][CH3:21].[NH2:1][CH2:2][CH2:3][S:4][CH2:5][c:6]1[n:7][cH:8][cH:9][cH:10][c:11]1[Br:12]>>[NH:1]([CH2:2][CH2:3][S:4][CH2:5][c:6]1[n:7][cH:8][cH:9][cH:10][c:11]1[Br:12])[C:17](=[CH:16][N+:13](=[O:14])[O-:15])[S:18][CH3:19]. The reactants are CC#N, CSC(=C[N+](=O)[O-])SC, NCCSCc1ncccc1Br. Starting materials: Fc1ccc(Cl)c(F)c1F, O=[N+]([O-])O, O=S(=O)(O)O. Yields the product O=[N+]([O-])c1cc(F)c(F)c(F)c1Cl. Reaction SMILES: [F:1][c:2]1[c:3]([Cl:10])[cH:4][cH:5][c:6]([F:9])[c:7]1[F:8].[OH:16][N+:17]([O-:18])=[O:19].[S:11](=[O:12])(=[O:13])([OH:14])[OH:15]>>[F:1][c:2]1[c:3]([Cl:10])[c:4]([N+:17](=[O:16])[O-:18])[cH:5][c:6]([F:9])[c:7]1[F:8]. Starting materials: BrC=1C=CC(=C(C1)C1=C(C#N)C=CC=N1)F (2-(5-Bromo-2-fluorophenyl)nicotinonitrile), C(CCC)[Sn](C1=CN=C2N1C=CC(=N2)C(F)(F)F)(CCCC)CCCC (3-tributylstannyl-7-trifluoromethylimidazo[1,2-α]pyrimidine). Yields the product FC1=C(C=C(C=C1)C1=CN=C2N1C=CC(=N2)C(F)(F)F)C2=C(C#N)C=CC=N2 (2-[2-fluoro-5-(7-trifluoromethylimidazo[1,2-α]pyrimidin-3-yl)phenyl]nicotinonitrile). Reaction SMILES: Br[C:2]1[CH:3]=[CH:4][C:5]([F:16])=[C:6]([C:8]2[N:15]=[CH:14][CH:13]=[CH:12][C:9]=2[C:10]#[N:11])[CH:7]=1.C([Sn](CCCC)(CCCC)[C:22]1[N:26]2[CH:27]=[CH:28][C:29]([C:31]([F:34])([F:33])[F:32])=[N:30][C:25]2=[N:24][CH:23]=1)CCC>>[F:16][C:5]1[CH:4]=[CH:3][C:2]([C:22]2[N:26]3[CH:27]=[CH:28][C:29]([C:31]([F:32])([F:33])[F:34])=[N:30][C:25]3=[N:24][CH:23]=2)=[CH:7][C:6]=1[C:8]1[N:15]=[CH:14][CH:13]=[CH:12][C:9]=1[C:10]#[N:11]. Procedure: 2-(5-Bromo-2-fluorophenyl)nicotinonitrile (214 mg, 0.8 mmol) was coupled to 3-tributylstannyl-7-trifluoromethylimidazo[1,2-α]pyrimidine (1.1 mmol) by the method of Example 32. Purification by chromatography on silica gel eluting with dichloromethane containing 1% methanol, then crystallisation from toluene, gave 2-[2-fluoro-5-(7-trifluoromethylimidazo[1,2-α]pyrimidin-3-yl)phenyl]nicotinonitrile as a yellow solid: δH (400 MHz, CDCl3) 8.95 (1H, dd, J 5 and 2), 8.91 (1H, d, J 7), 8.17 (1H, dd, J 8 ... Product: CC=1C=C2C3(C(N(C2=CC1)CC(=O)N)=O)SCCS3 (2-[5′-methyl-2′-oxospiro[1,3-dithiolane-2,3′-indol]-1′(2′H)-yl]acetamide). Reactants: O (water), CC=1C=C2C3(C(NC2=CC1)=O)SCCS3 (5′-methylspiro[1,3-dithiolane-2,3′-indol]-2′(1′H)-one), BrCC(=O)N (bromoacetamide), [H-].[Na+] (NaH). The solvent is CN(C)C=O (DMF). Reaction conditions: temperature 0 celsius, time 30 minute. Reaction SMILES: [CH3:1][C:2]1[CH:3]=[C:4]2[C:8](=[CH:9][CH:10]=1)[NH:7][C:6](=[O:11])[C:5]12[S:15][CH2:14][CH2:13][S:12]1.[H-].[Na+].Br[CH2:19][C:20]([NH2:22])=[O:21].O>CN(C=O)C>[CH3:1][C:2]1[CH:3]=[C:4]2[C:8](=[CH:9][CH:10]=1)[N:7]([CH2:19][C:20]([NH2:22])=[O:21])[C:6](=[O:11])[C:5]12[S:12][CH2:13][CH2:14][S:15]1 |f:1.2|. Reported procedure: Compound 6 (8 g, 33.7 mmol) was dissolved in dry DMF (80 ml) under a nitrogen atmosphere. The solution was cooled at 0° C. and NaH (1.62 g, 37.13 mmol, 60% dispersion) was carefully added portionwise. When the nitrogen evolution ceased, bromoacetamide (5.6 g, 37.13 mmol) was added. After 30 minutes, the mixture was poured into cold water and the solid filtered off, washed with water and hexane. The crude material was directly crystallized in acetonitrile affording 2-[5′-methyl-2′-oxospiro[1,3-di...